This data is from the Open Reaction Database (ORD), a public repository of structured organic reaction records. The task is: describe an organic reaction: reactants, conditions, products, and yield Starting materials: C(=O)[C@H]1CN(C[C@@H]1C1=CC=CC=C1)[C@@H](C(=O)OCC1=CC=C(C=C1)OC)C1CCCCC1 (α-(R)-(3-(R)-formyl-4-(S)-phenylpyrrolidin-1-yl)-cyclohexaneacetic acid, para-methoxybenzyl ester), C(C1=CC=CC=C1)C=1C(N(NC1C)C1CCNCC1)=O (4-(4-benzyl-5-methyl-1H-pyrazole-3(2H)-on-2-yl)-piperidine), ( 4A ), C(C)(=O)O[BH-](OC(C)=O)OC(C)=O.[Na+] (sodium triacetoxyborohydride), C([O-])(O)=O.[Na+] (sodium bicarbonate). The solvent is ClCCCl (1,2-dichloroethane), CO (MeOH), CC(=O)O (HOAc), C(C)(=O)OCC (ethyl acetate). Conditions: time 15 minute. The product is COC1=CC=C(COC([C@@H](C2CCCCC2)N2C[C@@H]([C@H](C2)C2=CC=CC=C2)CN2CCC(CC2)N2NC(=C(C2=O)CC2=CC=CC=C2)C)=O)C=C1 (α-(R)-(3-(S)-((4-(4-benzyl-5-methyl-1H-pyrazol-3(2H)-on-2-yl)-piperidin-1-yl)methyl)-4-(S)-phenylpyrrolidin-1-yl)-cyclohexaneacetic acid 4-methoxybenzyl ester). Isolated yield 9.7%. As a reaction SMILES: [CH:1]([C@@H:3]1[C@@H:7]([C:8]2[CH:13]=[CH:12][CH:11]=[CH:10][CH:9]=2)[CH2:6][N:5]([C@H:14]([CH:27]2[CH2:32][CH2:31][CH2:30][CH2:29][CH2:28]2)[C:15]([O:17][CH2:18][C:19]2[CH:24]=[CH:23][C:22]([O:25][CH3:26])=[CH:21][CH:20]=2)=[O:16])[CH2:4]1)=O.[CH2:33]([C:40]1[C:41](=[O:52])[N:42]([CH:46]2[CH2:51][CH2:50][NH:49][CH2:48][CH2:47]2)[NH:43][C:44]=1[CH3:45])[C:34]1[CH:39]=[CH:38][CH:37]=[CH:36][CH:35]=1.C(O[BH-](OC(=O)C)OC(=O)C)(=O)C.[Na+].C(=O)(O)[O-].[Na+]>ClCCCl.CO.CC(O)=O.C(OCC)(=O)C>[CH3:26][O:25][C:22]1[CH:21]=[CH:20][C:19]([CH2:18][O:17][C:15](=[O:16])[C@H:14]([N:5]2[CH2:6][C@H:7]([C:8]3[CH:9]=[CH:10][CH:11]=[CH:12][CH:13]=3)[C@@H:3]([CH2:1][N:49]3[CH2:50][CH2:51][CH:46]([N:42]4[C:41](=[O:52])[C:40]([CH2:33][C:34]5[CH:39]=[CH:38][CH:37]=[CH:36][CH:35]=5)=[C:44]([CH3:45])[NH:43]4)[CH2:47][CH2:48]3)[CH2:4]2)[CH:27]2[CH2:28][CH2:29][CH2:30][CH2:31][CH2:32]2)=[CH:24][CH:23]=1 |f:2.3,4.5|. Procedure: To a stirred solution of 0.44 g of α-(R)-(3-(R)-formyl-4-(S)-phenylpyrrolidin-1-yl)-cyclohexaneacetic acid 4-methoxybenzyl ester (prepared above as Aldehyde 5) and 0.55 g of 4-(4-benzyl-5-methyl-1H-pyrazole-3(2H)-on-2-yl)-piperidine in 3 mL 1,2-dichloroethane, 0.5 mL MeOH and 0.1 mL HOAc is added 0.3 g of powdered molecular sieves (4A). After 15 minutes, 0.1 g of sodium triacetoxyborohydride was added and stirring was continued overnight. The reaction mixture was poured into a rapidly stirred mi... The reactants are CN1CCN(c2ccc([N+](=O)[O-])c(N3CCCCC3)c2)CC1, CO. Product: CN1CCN(c2ccc(N)c(N3CCCCC3)c2)CC1. Reaction SMILES: [CH3:1][N:2]1[CH2:3][CH2:4][N:5]([c:8]2[cH:9][c:10]([N:17]3[CH2:18][CH2:19][CH2:20][CH2:21][CH2:22]3)[c:11]([N+:14]([O-:15])=[O:16])[cH:12][cH:13]2)[CH2:6][CH2:7]1.[CH3:23][OH:24]>>[CH3:1][N:2]1[CH2:3][CH2:4][N:5]([c:8]2[cH:9][c:10]([N:17]3[CH2:18][CH2:19][CH2:20][CH2:21][CH2:22]3)[c:11]([NH2:14])[cH:12][cH:13]2)[CH2:6][CH2:7]1.